Dataset: the Open Reaction Database (ORD), a public repository of structured organic reaction records. Task: describe an organic reaction: reactants, conditions, products, and yield Reactants: ClCC(=O)NC1=CC(=C(C=C1)C)F (N-(2-chloroacetyl)-3-fluoro-4-methylaniline), [Cl-].[Al+3].[Cl-].[Cl-] (aluminum chloride), Cl (hydrochloric acid). Solvent: ice. Reaction conditions: time 4 hour. Product: FC1=C(C=C2CC(NC2=C1)=O)C (6-Fluoro-5-methyl-2-oxindole). Yield: 2.9%. Reaction SMILES: Cl[CH2:2][C:3]([NH:5][C:6]1[CH:11]=[CH:10][C:9]([CH3:12])=[C:8]([F:13])[CH:7]=1)=[O:4].[Cl-].[Al+3].[Cl-].[Cl-].Cl>>[F:13][C:8]1[CH:7]=[C:6]2[C:11]([CH2:2][C:3](=[O:4])[NH:5]2)=[CH:10][C:9]=1[CH3:12] |f:1.2.3.4|. Reported procedure: An intimate mixture of 11.62 g (57.6 mmol) of N-(2-chloroacetyl)-3-fluoro-4-methylaniline and 30.6 g (229.5 mmol) of anhydrous aluminum chloride was heated to 210°-220° C. After 4 hours, the reaction mixture was cooled and then added to 100 ml of 1N hydrochloric acid and 50 ml of ice. A tan solid formed, which was collected by filtration and recrystallized from aqueous ethanol. Three crops were obtained, weighing 4.49 g, 2.28 g and 1.0 g, respectively. The crop weighing 1.0 g was further recryst... The reactants are C[Si](C)(C)CCOCCl, [H-], NC(=O)CNS(=O)(=O)c1cccc(I)c1, [Na+], O=P([O-])([O-])[O-], CN(C)C=O. Yields the product C[Si](C)(C)CCOCN(CC(N)=O)S(=O)(=O)c1cccc(I)c1. As a reaction SMILES: [CH3:18][Si:19]([CH2:20][CH2:21][O:22][CH2:23][Cl:24])([CH3:25])[CH3:26].[H-:16].[I:1][c:2]1[cH:3][c:4]([S:8](=[O:9])(=[O:10])[NH:11][CH2:12][C:13](=[O:14])[NH2:15])[cH:5][cH:6][cH:7]1.[Na+:17].[O-:27][P:28](=[O:29])([O-:30])[O-:31].[O:32]=[CH:33][N:34]([CH3:35])[CH3:36]>>[I:1][c:2]1[cH:3][c:4]([S:8](=[O:9])(=[O:10])[N:11]([CH2:12][C:13](=[O:14])[NH2:15])[CH2:23][O:22][CH2:21][CH2:20][Si:19]([CH3:18])([CH3:25])[CH3:26])[cH:5][cH:6][cH:7]1. Reported procedure: Toluene (1 ml), N,N-dimethylformamide (0.5 ml) and a saturated aqueous sodium hydrogencarbonate solution (0.5 ml) were added to 4-(2-iodo-6-methyl-pyridin-3-yloxy)-6,7-dimethoxy-quinoline (compound 116) (50 mg), tetrakistriphenylphosphine palladium (28 mg), and 4-dimethylaminophenylboronic acid (196 mg) under an argon atmosphere, and the mixture was stirred at 80° C. overnight. The reaction solution was cooled to room temperature, water was then added thereto, and the mixture was extracted with ... RXN SMILES: C1(C)C=CC=CC=1.C(=O)([O-])O.[Na+].I[C:14]1[C:19]([O:20][C:21]2[C:30]3[C:25](=[CH:26][C:27]([O:33][CH3:34])=[C:28]([O:31][CH3:32])[CH:29]=3)[N:24]=[CH:23][CH:22]=2)=[CH:18][CH:17]=[C:16]([CH3:35])[N:15]=1.[CH3:36][N:37]([CH3:47])[C:38]1[CH:43]=[CH:42][C:41](B(O)O)=[CH:40][CH:39]=1>O.CN(C)C=O>[CH3:32][O:31][C:28]1[CH:29]=[C:30]2[C:25](=[CH:26][C:27]=1[O:33][CH3:34])[N:24]=[CH:23][CH:22]=[C:21]2[O:20][C:19]1[C:14]([C:41]2[CH:42]=[CH:43][C:38]([N:37]([CH3:47])[CH3:36])=[CH:39][CH:40]=2)=[N:15][C:16]([CH3:35])=[CH:17][CH:18]=1 |f:1.2|. Product: COC=1C=C2C(=CC=NC2=CC1OC)OC=1C(=NC(=CC1)C)C1=CC=C(C=C1)N(C)C ({4-[3-(6,7-Dimethoxy-quinolin-4-yloxy)-6-methyl-pyridin-2-yl]-phenyl}-dimethyl-amine). Solvent: CN(C=O)C (N,N-dimethylformamide), O (water). The yield is 79.3%. Reactants: C1(=CC=CC=C1)C (Toluene), C(O)([O-])=O.[Na+] (sodium hydrogencarbonate), IC1=NC(=CC=C1OC1=CC=NC2=CC(=C(C=C12)OC)OC)C (4-[(2-Iodo-6-methyl-3-pyridyl)oxy]-6,7-dimethoxyquinoline), IC1=NC(=CC=C1OC1=CC=NC2=CC(=C(C=C12)OC)OC)C (4-[(2-Iodo-6-methyl-3-pyridyl)oxy]-6,7-dimethoxyquinoline), tetrakistriphenylphosphine palladium, CN(C1=CC=C(C=C1)B(O)O)C (4-dimethylaminophenylboronic acid). Run at temperature 80 celsius, time 8 hour. Reactants: CC1(OCCO1)C=1N=C(SC1)CN1N=CC(=N1)[N+](=O)[O-] (2-[4-(2-methyl-[1,3]dioxolan-2-yl)-thiazol-2-ylmethyl]-4-nitro-2H-[1,2,3]triazole), [NH4+].[Cl-] (NH4Cl), N#N (N2). The reagents and catalysts are [Fe] (iron). Solvent: CCO (EtOH), O (water). Run at temperature 75 celsius, time 1 hour. Product: CC1(OCCO1)C=1N=C(SC1)CN1N=CC(=N1)N (2-[4-(2-Methyl-[1,3]dioxolan-2-yl)-thiazol-2-ylmethyl]-2H-[1,2,3]triazol-4-ylamine). Isolated yield 91.6%. Reaction SMILES: N#N.[CH3:3][C:4]1([C:9]2[N:10]=[C:11]([CH2:14][N:15]3[N:19]=[C:18]([N+:20]([O-])=O)[CH:17]=[N:16]3)[S:12][CH:13]=2)[O:8][CH2:7][CH2:6][O:5]1.[NH4+].[Cl-]>CCO.O.[Fe]>[CH3:3][C:4]1([C:9]2[N:10]=[C:11]([CH2:14][N:15]3[N:19]=[C:18]([NH2:20])[CH:17]=[N:16]3)[S:12][CH:13]=2)[O:5][CH2:6][CH2:7][O:8]1 |f:2.3|. Procedure details: In a flame dried round-bottomed flask equipped with a magnetic stir bar and under inert atmosphere (N2), a mixture of 2-[4-(2-methyl-[1,3]dioxolan-2-yl)-thiazol-2-ylmethyl]-4-nitro-2H-[1,2,3]triazole (145 mg, 0.49 mmol), iron powder (83 mg, 1.46 mmol) and NH4Cl (132 mg, 2.44 mmol) in a mixture of EtOH (2.0 mL) and water (1.0 mL) was stirred at 75° C. for 1 h. The reaction mixture was filtered while hot and the filter cake rinsed with EtOH. The filtrate was concentrated under reduced pressure and...